Dataset: the Open Reaction Database (ORD), a public repository of structured organic reaction records. Task: describe an organic reaction: reactants, conditions, products, and yield Reactants: ClC=1C=C(C=CC1OCC1CC1)C=1OC2=C(N1)C=CC(=C2)OC[C@H](C)NC(OC(C)(C)C)=O (tert-butyl ((2S)-1-((2-(3-chloro-4-(cyclopropylmethoxy)phenyl)-1,3-benzoxazol-6-yl)oxy)propan-2-yl)carbamate), Cl.C(C)(=O)OCC (hydrogen chloride ethyl acetate). Run at time 10 minute. Product: ClC=1C=C(C=CC1OCC1CC1)C=1OC2=C(N1)C=CC(=C2)OC[C@H](C)NC(C)=O (N-((2S)-1-((2-(3-chloro-4-(cyclopropylmethoxy)phenyl)-1,3-benzoxazol-6-yl)oxy)propan-2-yl)acetamide). Reaction SMILES: [Cl:1][C:2]1[CH:3]=[C:4]([C:13]2[O:14][C:15]3[CH:21]=[C:20]([O:22][CH2:23][C@@H:24]([NH:26][C:27](=O)[O:28]C(C)(C)C)[CH3:25])[CH:19]=[CH:18][C:16]=3[N:17]=2)[CH:5]=[CH:6][C:7]=1[O:8][CH2:9][CH:10]1[CH2:12][CH2:11]1.Cl.[C:35](OCC)(=O)C>>[Cl:1][C:2]1[CH:3]=[C:4]([C:13]2[O:14][C:15]3[CH:21]=[C:20]([O:22][CH2:23][C@@H:24]([NH:26][C:27](=[O:28])[CH3:35])[CH3:25])[CH:19]=[CH:18][C:16]=3[N:17]=2)[CH:5]=[CH:6][C:7]=1[O:8][CH2:9][CH:10]1[CH2:11][CH2:12]1 |f:1.2|. Reported procedure: To tert-butyl ((2S)-1-((2-(3-chloro-4-(cyclopropylmethoxy)phenyl)-1,3-benzoxazol-6-yl)oxy)propan-2-yl)carbamate (1.09 g) was added 4 M hydrogen chloride/ethyl acetate (10 mL), and the mixture was stirred at room temperature for 10 min, and concentrated. To the residue were added pyridine (10 mL) and acetic anhydride (10 mL), and the mixture was stirred at room temperature for 15 min. The reaction mixture was concentrated under reduced pressure, and the residue was purified by silica gel column c...